This data is from the Open Reaction Database (ORD), a public repository of structured organic reaction records. The task is: describe an organic reaction: reactants, conditions, products, and yield Reactants: O.O.O.O.O.S(=O)(=O)([O-])[O-].[Cu+2] (copper sulfate pentahydrate), O.O.O.O.O.S(=O)(=O)([O-])[O-].[Cu+2] (copper sulfate pentahydrate), [Cu] (copper), S(O)(O)(=O)=O (sulfuric acid), S(=O)(=O)([O-])[O-].[Cu+2] (copper sulfate), stainless steel. Product: S(=O)(=O)([O-])[O-].[Cu+2].S(O)(O)(=O)=O (copper sulfate sulfuric acid). As a reaction SMILES: O.O.O.O.O.[S:6]([O-:10])([O-:9])(=[O:8])=[O:7].[Cu+2:11].[S:12](=[O:16])(=[O:15])([OH:14])[OH:13].S([O-])([O-])(=O)=O.[Cu+2].[Cu]>>[S:6]([O-:10])([O-:9])(=[O:8])=[O:7].[Cu+2:11].[S:12](=[O:14])(=[O:13])([OH:16])[OH:15] |f:0.1.2.3.4.5.6,8.9,11.12.13|. Procedure: 1500 ml of a copper sulfate-sulfuric acid slurry was prepared by adding copper sulfate pentahydrate crystals to an aqueous solution which contained 15 percent by volume sulfuric acid (66° Baume) and was saturated with copper sulfate at 67° F. (29.2 g/l Cu). At rest, the volume of copper sulfate pentahydrate crystals comprised about 20 percent of the total slurry volume. The slurry was agitated in a 2 liter beaker with a mechanical stirrer and copper was electrolytically plated from this slurry a...